This data is from the Open Reaction Database (ORD), a public repository of structured organic reaction records. The task is: describe an organic reaction: reactants, conditions, products, and yield Starting materials: C(=O)([O-])[O-].[K+].[K+] (K2CO3), O (Water), OCC1=CC=C(C=C1)B(O)O (4-(Hydroxymethyl)phenylboronic acid), BrC1=CC=CC=2N1N=C(N2)NC(=O)C2CC2 (cyclopropanecarboxylic acid (5-bromo-[1,2,4]triazolo[1,5-a]pyridin-2-yl)-amide). The reagents and catalysts are Cl[Pd]Cl.C1=CC=C(C=C1)P([C-]2C=CC=C2)C3=CC=CC=C3.C1=CC=C(C=C1)P([C-]2C=CC=C2)C3=CC=CC=C3.[Fe+2] (PdCl2 dppf). Run in O1CCOCC1.O (1,4-dioxane water). Run at temperature 90 celsius. The product is OCC1=CC=C(C=C1)C1=CC=CC=2N1N=C(N2)NC(=O)C2CC2 (cyclopropanecarboxylic acid [5-(4-hydroxymethyl-phenyl)-[1,2,4]triazolo[1,5-a]pyridin-2-yl]-amide). Reaction SMILES: [OH:1][CH2:2][C:3]1[CH:8]=[CH:7][C:6](B(O)O)=[CH:5][CH:4]=1.Br[C:13]1[N:18]2[N:19]=[C:20]([NH:22][C:23]([CH:25]3[CH2:27][CH2:26]3)=[O:24])[N:21]=[C:17]2[CH:16]=[CH:15][CH:14]=1.C([O-])([O-])=O.[K+].[K+].O>O1CCOCC1.O.Cl[Pd]Cl.C1C=CC(P(C2C=CC=CC=2)[C-]2C=CC=C2)=CC=1.C1C=CC(P(C2C=CC=CC=2)[C-]2C=CC=C2)=CC=1.[Fe+2]>[OH:1][CH2:2][C:3]1[CH:8]=[CH:7][C:6]([C:13]2[N:18]3[N:19]=[C:20]([NH:22][C:23]([CH:25]4[CH2:26][CH2:27]4)=[O:24])[N:21]=[C:17]3[CH:16]=[CH:15][CH:14]=2)=[CH:5][CH:4]=1 |f:2.3.4,6.7,8.9.10.11|. Procedure details: 4-(Hydroxymethyl)phenylboronic acid (1.1 eq.) is added to a solution of cyclopropanecarboxylic acid (5-bromo-[1,2,4]triazolo[1,5-a]pyridin-2-yl)-amide in 1,4-dioxane/water (4:1). K2CO3 (2 eq.) and PdCl2 dppf (0.03 eq.) are added to the solution. The resulting mixture is then heated in an oil bath at 90° C. for 16 h under N2. Water is added and the solution is extracted with ethyl acetate. The organic layers are dried over anhydrous MgSO4 and evaporated in vacuo. The resulting mixture is used wit... Reactants: BrC1=CC=C2C(=NC(=NC2=C1)C(=O)C1=CC=C(C=C1)F)NC1=NNC(=C1)C ((7-bromo-4-(5-methyl-1H-pyrazol-3-ylamino)quinazolin-2-yl)(4-fluorophenyl)methanone), FC=1C=C2C(=NC(=NC2=CC1)C(=O)C1=CC=C(C=C1)F)NC1=NNC(=C1)C ((6-fluoro-4-(5-methyl-1H-pyrazol-3-ylamino)quinazolin-2-yl)(4-fluorophenyl)methanone), Example 54. The product is BrC1=CC=C2C(=NC(=NC2=C1)C(O)C1=CC=C(C=C1)F)NC1=NNC(=C1)C ((7-Bromo-4-(5-methyl-1H-pyrazol-3-ylamino)quinazolin-2-yl)(4-fluorophenyl)methanol). As a reaction SMILES: [Br:1][C:2]1[CH:11]=[C:10]2[C:5]([C:6]([NH:21][C:22]3[CH:26]=[C:25]([CH3:27])[NH:24][N:23]=3)=[N:7][C:8]([C:12]([C:14]3[CH:19]=[CH:18][C:17]([F:20])=[CH:16][CH:15]=3)=[O:13])=[N:9]2)=[CH:4][CH:3]=1.FC1C=C2C(=CC=1)N=C(C(C1C=CC(F)=CC=1)=O)N=C2NC1C=C(C)NN=1>>[Br:1][C:2]1[CH:11]=[C:10]2[C:5]([C:6]([NH:21][C:22]3[CH:26]=[C:25]([CH3:27])[NH:24][N:23]=3)=[N:7][C:8]([CH:12]([C:14]3[CH:15]=[CH:16][C:17]([F:20])=[CH:18][CH:19]=3)[OH:13])=[N:9]2)=[CH:4][CH:3]=1. Procedure: (7-Bromo-4-(5-methyl-1H-pyrazol-3-ylamino)quinazolin-2-yl)(4-fluorophenyl)methanol was prepared using a procedure analogous to that described in Example 54 substituting (7-bromo-4-(5-methyl-1H-pyrazol-3-ylamino)quinazolin-2-yl)(4-fluorophenyl)methanone from Example 56 (240 mg, 0.56 mmol) for the (6-fluoro-4-(5-methyl-1H-pyrazol-3-ylamino)quinazolin-2-yl)(4-fluorophenyl)methanone used in Example 54 (31 mg, 13%). 1H NMR (300 MHz, DMSO-d6) δ 12.17 (s, 1H), 10.55 (s, 1H), 8.54 (br s, 1H), 7.97 (br s...